describe an organic reaction: reactants, conditions, products, and yield From a dataset of the Open Reaction Database (ORD), a public repository of structured organic reaction records. The reactants are BrBr (Bromine), FC1=C(C=CC=C1)N1N=NC=2C1=NC(=CC2)O (3-(2-fluorophenyl)-5-hydroxy-1,2,3-triazolo[4,5-b]pyridine), O (water). The solvent is C(C)(=O)O (acetic acid). The product is FC1=C(C=CC=C1)N1N=NC=2C1=NC(=C(C2)Br)O (3-(2-fluorophenyl)-5-hydroxy-6-bromo-1,2,3-triazolo[4,5-b]pyridine). The yield is 91.2%. As a reaction SMILES: [Br:1]Br.[F:3][C:4]1[CH:9]=[CH:8][CH:7]=[CH:6][C:5]=1[N:10]1[C:14]2=[N:15][C:16]([OH:19])=[CH:17][CH:18]=[C:13]2[N:12]=[N:11]1.O>C(O)(=O)C>[F:3][C:4]1[CH:9]=[CH:8][CH:7]=[CH:6][C:5]=1[N:10]1[C:14]2=[N:15][C:16]([OH:19])=[C:17]([Br:1])[CH:18]=[C:13]2[N:12]=[N:11]1. Procedure: Bromine (0.10 ml, 2 mmol) was added to a stirred solution of 3-(2-fluorophenyl)-5-hydroxy-1,2,3-triazolo[4,5-b]pyridine (0.23 g, 1.0 mmol) in glacial acetic acid (5 ml) at room temperature. After 4 h the solution was poured into water (150 ml). The precipitate was collected, dissolved in 10% methanol-dichloromethane (100 ml), dried (Na2SO4), filtered and concentrated to give 3-(2-fluorophenyl)-5-hydroxy-6-bromo-1,2,3-triazolo[4,5-b]pyridine (0.282 g, 91%) as a beige solid. δH (360 MHz; CDCl3) 7....